From a dataset of the Open Reaction Database (ORD), a public repository of structured organic reaction records. describe an organic reaction: reactants, conditions, products, and yield The reactants are C1(=CC=CC=C1)N1N=C(C=C1CCC=O)CCCC (3-(1-phenyl-3-butyl-1H-pyrazol-5-yl)propanal), [BH-](OC(=O)C)(OC(=O)C)OC(=O)C.[Na+] (NaBH(OAc)3), C1(=CC=CC=C1)N1CCNCC1 (1-phenylpiperazine), CCN(C(C)C)C(C)C (DIPEA). Yields the product C1(=CC=CC=C1)N1CCN(CC1)CCCC1=CC(=NN1C1=CC=CC=C1)CCCC (1-phenyl-4-(3-(1-phenyl-3-butyl-1H-pyrazol-5-yl)propyl)piperazine). As a reaction SMILES: [C:1]1([N:7]2[C:11]([CH2:12][CH2:13][CH:14]=O)=[CH:10][C:9]([CH2:16][CH2:17][CH2:18][CH3:19])=[N:8]2)[CH:6]=[CH:5][CH:4]=[CH:3][CH:2]=1.[C:20]1([N:26]2[CH2:31][CH2:30][NH:29][CH2:28][CH2:27]2)[CH:25]=[CH:24][CH:23]=[CH:22][CH:21]=1.CCN(C(C)C)C(C)C.[BH-](OC(C)=O)(OC(C)=O)OC(C)=O.[Na+]>>[C:20]1([N:26]2[CH2:31][CH2:30][N:29]([CH2:14][CH2:13][CH2:12][C:11]3[N:7]([C:1]4[CH:6]=[CH:5][CH:4]=[CH:3][CH:2]=4)[N:8]=[C:9]([CH2:16][CH2:17][CH2:18][CH3:19])[CH:10]=3)[CH2:28][CH2:27]2)[CH:25]=[CH:24][CH:23]=[CH:22][CH:21]=1 |f:3.4|. Procedure: 100 mg (80%) of target compound was obtained by using a method same as in Example 1 by using 3-(1-phenyl-3-butyl-1H-pyrazol-5-yl)propanal (80 mg, 0.312 mmol), 1-phenylpiperazine (0.047 mL, 0.312 mmol), DIPEA (0.081 mL, 0.468 mmol) and NaBH(OAc)3 (198 mg, 0.936 mmol). Starting materials: NCCN1N=C2C3=C1C=CC(=C3C(C3=C(C=CC(=C32)OCC3=CC=CC=C3)OCC3=CC=CC=C3)=O)Cl (2-(2-aminoethyl)-5-chloro-7,10-bis(phenylmethoxy)anthra[1,9-cd]-pyrazol-6(2H)-one), B(Cl)(Cl)Cl (boron trichloride). The product is NCCN1N=C2C3=C1C=CC(=C3C(C3=C(C=CC(=C32)O)O)=O)Cl (2-(2-Aminoethyl)-5-chloro-7,10-dihydroxyanthra-[1,9-cd]pyrazol-6(2H)-one), Cl (hydrogen chloride). Reaction SMILES: [NH2:1][CH2:2][CH2:3][N:4]1[C:8]2[CH:9]=[CH:10][C:11]([Cl:37])=[C:12]3[C:13](=[O:36])[C:14]4[C:19]([C:6]([C:7]=23)=[N:5]1)=[C:18]([O:20]CC1C=CC=CC=1)[CH:17]=[CH:16][C:15]=4[O:28]CC1C=CC=CC=1.B(Cl)(Cl)[Cl:39]>>[NH2:1][CH2:2][CH2:3][N:4]1[C:8]2[CH:9]=[CH:10][C:11]([Cl:37])=[C:12]3[C:13](=[O:36])[C:14]4[C:19]([C:6]([C:7]=23)=[N:5]1)=[C:18]([OH:20])[CH:17]=[CH:16][C:15]=4[OH:28].[ClH:39]. Reported procedure: 2-(2-Aminoethyl)-5-chloro-7,10-dihydroxyanthra-[1,9-cd]pyrazol-6(2H)-one is prepared from 2-(2-aminoethyl)-5-chloro-7,10-bis(phenylmethoxy)anthra[1,9-cd]-pyrazol-6(2H)-one and boron trichloride as described in Example 54 to give the product as a salt with 1.0 equivalent of hydrogen chloride solvated with 0.7 equivalent of water; mp 265°-268° C. (decomposition).